From a dataset of the Open Reaction Database (ORD), a public repository of structured organic reaction records. describe an organic reaction: reactants, conditions, products, and yield Reactants: Nc1cccc(Br)n1, Cc1ccccc1, N, [Na], c1ccc(P(c2ccccc2)c2ccccc2)cc1. As a reaction SMILES: [Br:22][c:23]1[cH:24][cH:25][cH:26][c:27]([NH2:29])[n:28]1.[CH3:30][c:31]1[cH:32][cH:33][cH:34][cH:35][cH:36]1.[NH3:1].[Na:2].[c:3]1([P:9]([c:10]2[cH:11][cH:12][cH:13][cH:14][cH:15]2)[c:16]2[cH:17][cH:18][cH:19][cH:20][cH:21]2)[cH:4][cH:5][cH:6][cH:7][cH:8]1>>[c:3]1([P:9]([c:10]2[cH:11][cH:12][cH:13][cH:14][cH:15]2)[c:23]2[cH:24][cH:25][cH:26][c:27]([NH2:29])[n:28]2)[cH:4][cH:5][cH:6][cH:7][cH:8]1. Yields the product Nc1cccc(P(c2ccccc2)c2ccccc2)n1. Starting materials: C(C)(=O)SCCC(=O)N1[C@@H](C=C(C1)CCCC1=CC=CC=C1)C(=O)O ([2S]-1-[3-(Acetylthio)-1-oxopropyl]-2,5-dihydro-4-(phenylpropyl)-1H-pyrrole-2-carboxylic acid), N (ammonia). The product is SCCC(=O)N1[C@@H](C=C(C1)CCCC1=CC=CC=C1)C(=O)O ([2S]-2,5-dihydro-1-(3-mercapto-1-oxopropyl)-4-(phenylpropyl)-1H-pyrrole-2-carboxylic acid). As a reaction SMILES: C([S:4][CH2:5][CH2:6][C:7]([N:9]1[CH2:13][C:12]([CH2:14][CH2:15][CH2:16][C:17]2[CH:22]=[CH:21][CH:20]=[CH:19][CH:18]=2)=[CH:11][C@H:10]1[C:23]([OH:25])=[O:24])=[O:8])(=O)C.N>>[SH:4][CH2:5][CH2:6][C:7]([N:9]1[CH2:13][C:12]([CH2:14][CH2:15][CH2:16][C:17]2[CH:18]=[CH:19][CH:20]=[CH:21][CH:22]=2)=[CH:11][C@H:10]1[C:23]([OH:25])=[O:24])=[O:8]. Procedure: The product from part (b) is treated with concentrated ammonia according to the procedure of Example 4 to yield [2S]-2,5-dihydro-1-(3-mercapto-1-oxopropyl)-4-(phenylpropyl)-1H-pyrrole-2-carboxylic acid. Reactants: C(C)N1CCNCC1 (N-Ethylpiperazine), FC1=C(C=CC(=C1)F)[N+](=O)[O-] (2,4-difluoronitrobenzene), C([O-])([O-])=O.[K+].[K+] (potassium carbonate). The solvent is CN(C)C=O (DMF), O (H2O). Conditions: temperature 100 celsius, time 6 hour. Product: C(C)N1CCN(CC1)C1=CC(=C(C=C1)[N+](=O)[O-])F (1-Ethyl-4-(3-fluoro-4-nitro-phenyl)-piperazine). As a reaction SMILES: [CH2:1]([N:3]1[CH2:8][CH2:7][NH:6][CH2:5][CH2:4]1)[CH3:2].[F:9][C:10]1[CH:15]=[C:14](F)[CH:13]=[CH:12][C:11]=1[N+:17]([O-:19])=[O:18].C(=O)([O-])[O-].[K+].[K+]>CN(C=O)C.O>[CH2:1]([N:3]1[CH2:8][CH2:7][N:6]([C:14]2[CH:13]=[CH:12][C:11]([N+:17]([O-:19])=[O:18])=[C:10]([F:9])[CH:15]=2)[CH2:5][CH2:4]1)[CH3:2] |f:2.3.4|. Procedure details: N-Ethylpiperazine (4.8 mL, 37.7 mmol, 1.2 equiv) is added to a mixture of 2,4-difluoronitrobenzene (5 g, 31.4 mmol) and potassium carbonate (8.7 g, 62.9 mmol, 2 equiv) in DMF (50 mL). The reaction mixture is stirred at 100° C. for 6 h, allowed to cool to RT, diluted with H2O and extracted with EtOAc. The organic phase is washed with brine, dried (Na2SO4), filtered and concentrated. The residue is purified by silica gel column chromatography (DCM/MeOH+1% NH3aq, 95:5) to provide the title compound... Starting materials: C(C)OC(CN1C=CC2=CC=C(C=C12)OCC=1N(N=C(C1)C1=CC(=C(C=C1)F)C(F)(F)F)C)=O ({6-[5-(4-fluoro-3-trifluoromethyl-phenyl)-2-methyl-2H-pyrazol-3-ylmethoxy]-indol-1-yl}-acetic acid ethyl ester), [Li+].[OH-] (LiOH). The product is FC1=C(C=C(C=C1)C=1C=C(N(N1)C)COC1=CC=C2C=CN(C2=C1)CC(=O)O)C(F)(F)F ({6-[5-(4-fluoro-3-trifluoromethyl-phenyl)-2-methyl-2H-pyrazol-3-ylmethoxy]-indol-1-yl}-acetic acid). RXN SMILES: C([O:3][C:4](=[O:34])[CH2:5][N:6]1[C:14]2[C:9](=[CH:10][CH:11]=[C:12]([O:15][CH2:16][C:17]3[N:18]([CH3:33])[N:19]=[C:20]([C:22]4[CH:27]=[CH:26][C:25]([F:28])=[C:24]([C:29]([F:32])([F:31])[F:30])[CH:23]=4)[CH:21]=3)[CH:13]=2)[CH:8]=[CH:7]1)C.[Li+].[OH-]>>[F:28][C:25]1[CH:26]=[CH:27][C:22]([C:20]2[CH:21]=[C:17]([CH2:16][O:15][C:12]3[CH:13]=[C:14]4[C:9]([CH:8]=[CH:7][N:6]4[CH2:5][C:4]([OH:34])=[O:3])=[CH:10][CH:11]=3)[N:18]([CH3:33])[N:19]=2)=[CH:23][C:24]=1[C:29]([F:30])([F:31])[F:32] |f:1.2|. Reported procedure: In analogy to the procedure described for example 1 f], {6-[5-(4-fluoro-3-trifluoromethyl-phenyl)-2-methyl-2H-pyrazol-3-ylmethoxy]-indol-1-yl}-acetic acid ethyl ester was treated with LiOH to obtain {6-[5-(4-fluoro-3-trifluoromethyl-phenyl)-2-methyl-2H-pyrazol-3-ylmethoxy]-indol-1-yl}-acetic acid as brown solid. The solvent is C1(=CC=CC=C1)C (toluene). RXN SMILES: [NH2:1][C:2]([C:6]1[CH:11]=[CH:10][C:9]([O:12][CH3:13])=[CH:8][CH:7]=1)([CH3:5])[CH2:3]O.COC1C=CC(P2(=S)SP(=S)(C3C=CC(OC)=CC=3)[S:23]2)=CC=1>C1(C)C=CC=CC=1>[NH2:1][C:2]([C:6]1[CH:11]=[CH:10][C:9]([O:12][CH3:13])=[CH:8][CH:7]=1)([CH3:5])[CH2:3][SH:23]. The product is NC(CS)(C)C1=CC=C(C=C1)OC (2-Amino-2-(4-methoxyphenyl)propane-1-thiol). Procedure details: A solution of 1 mmol of 2-amino-2-(4-methoxyphenyl)propan-1-ol (Example 3k) and 0.5 mmol of 2,4-bis(4-methoxyphenyl)-1,3,2,4-dithiadiphosphetane 2,4-disulfide (Lawesson's reagent) [19172-47-5] in 10 ml of toluene is heated to reflux for 2 hours. The reaction mixture is cooled to room temperature and evaporated. The title compound is identified from the residue on the basis of the Rf by flash chromatography (SiO2 60 F). Reactants: NC(CO)(C)C1=CC=C(C=C1)OC (2-amino-2-(4-methoxyphenyl)propan-1-ol), COC1=CC=C(C=C1)P1(SP(S1)(C1=CC=C(C=C1)OC)=S)=S (2,4-bis(4-methoxyphenyl)-1,3,2,4-dithiadiphosphetane 2,4-disulfide). The reactants are O (Water), BrC1=C(C=CC=C1)C1C2=C(CC(NC1)=O)C=CC(=C2)Cl (5-(2-Bromophenyl)-7-chloro-1,3,4,5-tetrahydrobenzo[d]azepin-2-one), BrCC(=O)OCC (ethyl bromoacetate), C([O-])([O-])=O.[Cs+].[Cs+] (caesium carbonate). Run in CN(C=O)C (dimethylformamide). Run at time 8 hour. The product is C(C)OC(CN1CC(C2=C(CC1=O)C=CC(=C2)Cl)C2=C(C=CC=C2)Br)=O (Ethyl[1-(2-bromophenyl)-8-chloro-4-oxo-1,2,4,5-tetrahydrobenzo[d]azepin-3-yl]acetate). As a reaction SMILES: [Br:1][C:2]1[CH:7]=[CH:6][CH:5]=[CH:4][C:3]=1[CH:8]1[CH2:14][NH:13][C:12](=[O:15])[CH2:11][C:10]2[CH:16]=[CH:17][C:18]([Cl:20])=[CH:19][C:9]1=2.C(=O)([O-])[O-].[Cs+].[Cs+].Br[CH2:28][C:29]([O:31][CH2:32][CH3:33])=[O:30].O>CN(C)C=O>[CH2:32]([O:31][C:29](=[O:30])[CH2:28][N:13]1[C:12](=[O:15])[CH2:11][C:10]2[CH:16]=[CH:17][C:18]([Cl:20])=[CH:19][C:9]=2[CH:8]([C:3]2[CH:4]=[CH:5][CH:6]=[CH:7][C:2]=2[Br:1])[CH2:14]1)[CH3:33] |f:1.2.3|. Procedure details: 1500 mg of the compound from Example 10A (4.28 mol) are dissolved in 30 ml of dimethylformamide, and 2788 mg of caesium carbonate (8.56 mol) are added. 0.95 ml of ethyl bromoacetate (1429 mg, 8.56 mol) is added drop wise, and the suspension is stirred at room temperature overnight. Water is added, and the mixture is extracted three times with dichloromethane. The combined organic phases are dried over sodium sulphate and concentrated in a rotary evaporator. The residue is purified by preparative... Starting materials: C, O=C(O)C1CC(C2=CCC=CC2)CN1, [H][H], [Pd]. Yields the product O=C(O)C1CC(C2=CCCCC2)CN1. As a reaction SMILES: [C:17].[C:1]1([CH:7]2[CH2:8][CH:9]([C:12](=[O:13])[OH:14])[NH:10][CH2:11]2)=[CH:2][CH2:3][CH:4]=[CH:5][CH2:6]1.[H:15][H:16].[Pd:18]>>[C:1]1([CH:7]2[CH2:8][CH:9]([C:12](=[O:13])[OH:14])[NH:10][CH2:11]2)=[CH:2][CH2:3][CH2:4][CH2:5][CH2:6]1. Reactants: magnesia, C([O-])([O-])=O.[Mg+2] (magnesium carbonate), S(=O)=O (sulphur dioxide). Product: S([O-])(O)=O.[Mg+2].S([O-])(O)=O (magnesium bisulphite). RXN SMILES: C(=O)([O-])[O-:2].[Mg+2:5].[S:6](=[O:8])=[O:7]>>[S:6](=[O:2])([OH:8])[O-:7].[Mg+2:5].[S:6](=[O:2])([OH:8])[O-:7] |f:0.1,3.4.5|. Reported procedure: According to the invention a method of recovering magnesia from magnesium carbonate containing raw material includes the steps of forming a slurry of uncalcined raw material, heating the slurry to a temperature between 40° and 90° C., treating the slurry with sulphur dioxide to form soluble magnesium bisulphite, separating undissolved impurities from the solution of magnesium bisulphite, precipitating magnesium sulphite from the solution, separating the precipitate from the mother liquor and rec... Reactants: CC(=O)Nc1ccc(S(=O)(=O)NC(C)(C)C)cc1, CO, Cl, [K+], [OH-], O. Product: CC(C)(C)NS(=O)(=O)c1ccc(N)cc1. Reaction SMILES: [C:1](=[O:2])([CH3:3])[NH:4][c:5]1[cH:6][cH:7][c:8]([S:11](=[O:12])(=[O:13])[NH:14][C:15]([CH3:16])([CH3:17])[CH3:18])[cH:9][cH:10]1.[CH3:23][OH:24].[ClH:21].[K+:20].[OH-:19].[OH2:22]>>[NH2:4][c:5]1[cH:6][cH:7][c:8]([S:11](=[O:12])(=[O:13])[NH:14][C:15]([CH3:16])([CH3:17])[CH3:18])[cH:9][cH:10]1. As a reaction SMILES: Cl[CH2:2][CH2:3][N:4]1[CH2:8][CH2:7][CH2:6][CH2:5]1.[N+:9]([C:12]1[CH:13]=[C:14]([OH:22])[CH:15]=[C:16]([C:18]([F:21])([F:20])[F:19])[CH:17]=1)([O-:11])=[O:10].C([O-])([O-])=O.[Cs+].[Cs+].CN(C=O)C>CCOC(C)=O>[N+:9]([C:12]1[CH:13]=[C:14]([CH:15]=[C:16]([C:18]([F:19])([F:20])[F:21])[CH:17]=1)[O:22][CH2:2][CH2:3][N:4]1[CH2:8][CH2:7][CH2:6][CH2:5]1)([O-:11])=[O:10] |f:2.3.4|. Yields the product [N+](=O)([O-])C=1C=C(OCCN2CCCC2)C=C(C1)C(F)(F)F (1-{2-[3-Nitro-5-(trifluoromethyl)phenoxy]ethyl}pyrrohdine). Solvent: CCOC(=O)C (EtOAc). Procedure details: A mixture of 1-(2-chloroethyl)pyrrolidine (0.355 g, 2.66 mmol), 3-nitro-5-(trifluoromethyl)phenol (0.500 g, 2.41 nmmol), Cs2CO3 (2.36 g, 7.24 mmol), and DMF (18.69 mL) was allowed to stir at rt until reaction was judged to be complete. The mixture was diluted with EtOAc and washed with water (3×25 mL). The organic solution was dried over Na2SO4, filtered, and concentrated to give 3-(2-pyrrohidin-1-ylethoxy)-5-(trifluoromethyl)anlline as a brown oil (0.49 g, 63%). LCMS: (FA) ES+ 304.3. Reactants: ClCCN1CCCC1 (1-(2-chloroethyl)pyrrolidine), [N+](=O)([O-])C=1C=C(C=C(C1)C(F)(F)F)O (3-nitro-5-(trifluoromethyl)phenol), C(=O)([O-])[O-].[Cs+].[Cs+] (Cs2CO3), CN(C)C=O (DMF).